Dataset: the Open Reaction Database (ORD), a public repository of structured organic reaction records. Task: describe an organic reaction: reactants, conditions, products, and yield Reactants: C(C)(C)(C)OOC(C)(C)C (di-tert-butyl peroxide), C(C1=CC=CC=C1)(=O)OC1CC(N(C(C1)(C)C)OC1C=CCCC1)(C)C (4-Benzoyloxy-1-(2-cyclohexen-1-yloxy)-2,2,6,6-tetramethylpiperidine), C(C1=CC=CC=C1)(=O)OC1CC(N(C(C1)(C)C)O)(C)C (4-benzoyloxy-1-oxyl-2,2,6,6-tetramethylpiperidine), C(C)(C)(C)OOC(C)(C)C (di-tert-butyl peroxide). The solvent is ClC1=C(C=CC=C1)Cl (1,2-dichlorobenzene). Conditions: temperature 135 celsius. Product: C(C1=CC=CC=C1)(=O)OC1CC(N(C(C1)(C)C)OC1C=CC(CC1)ON1C(CC(CC1(C)C)OC(C1=CC=CC=C1)=O)(C)C)(C)C (1,4-Bis(4-benzoyloxy-2,2,6,6-tetramethylpiperidin-1-yloxy)-2-cyclohexene). Yield: 5.2%. RXN SMILES: [C:1]([O:9][CH:10]1[CH2:15][C:14]([CH3:17])([CH3:16])[N:13]([O:18][CH:19]2[CH2:24][CH2:23][CH2:22][CH:21]=[CH:20]2)[C:12]([CH3:26])([CH3:25])[CH2:11]1)(=[O:8])[C:2]1[CH:7]=[CH:6][CH:5]=[CH:4][CH:3]=1.[C:27]([O:35][CH:36]1[CH2:41][C:40]([CH3:43])([CH3:42])[N:39]([OH:44])[C:38]([CH3:46])([CH3:45])[CH2:37]1)(=[O:34])[C:28]1[CH:33]=[CH:32][CH:31]=[CH:30][CH:29]=1.C(OOC(C)(C)C)(C)(C)C>ClC1C=CC=CC=1Cl>[C:1]([O:9][CH:10]1[CH2:15][C:14]([CH3:17])([CH3:16])[N:13]([O:18][CH:19]2[CH2:24][CH2:23][CH:22]([O:44][N:39]3[C:40]([CH3:43])([CH3:42])[CH2:41][CH:36]([O:35][C:27](=[O:34])[C:28]4[CH:33]=[CH:32][CH:31]=[CH:30][CH:29]=4)[CH2:37][C:38]3([CH3:46])[CH3:45])[CH:21]=[CH:20]2)[C:12]([CH3:26])([CH3:25])[CH2:11]1)(=[O:8])[C:2]1[CH:3]=[CH:4][CH:5]=[CH:6][CH:7]=1. Reported procedure: A mixture of 43.6 grams (122 mmol) of the compound prepared in Example 21A, 40.5 grams (147 mmol) of 4-benzoyloxy-1-oxyl-2,2,6,6-tetramethylpiperidine, 17.8 grams (122 mmol) of di-tert-butyl peroxide and 50 ml of 1,2-dichlorobenzene is heated at 135° C. for 5.5 hours in a Fisher-Porter pressure bottle. Fresh di-tert-butyl peroxide (8.0 grams, 55 mmol) is added and the reaction mixture is heated at 135° C. for an additional three hours. The crude reaction mixture is purified by flash chromatograp... The reactants are CC(O)CNC(=O)OC(C)(C)C, CCOC(=O)COc1ccc(S)cc1C, CCCCP(CCCC)CCCC, Cc1ccccc1, O=C(N=NC(=O)N1CCCCC1)N1CCCCC1. The product is CCOC(=O)COc1ccc(SC(C)CNC(=O)OC(C)(C)C)cc1C. RXN SMILES: [C:1]([CH3:2])([CH3:3])([CH3:4])[O:5][C:6]([NH:7][CH2:8][CH:9]([CH3:10])[OH:11])=[O:12].[CH2:13]([CH3:14])[O:15][C:16]([CH2:17][O:18][c:19]1[c:20]([CH3:26])[cH:21][c:22]([SH:25])[cH:23][cH:24]1)=[O:27].[CH2:28]([P:29]([CH2:30][CH2:31][CH2:32][CH3:33])[CH2:34][CH2:35][CH2:36][CH3:37])[CH2:38][CH2:39][CH3:40].[CH3:59][c:60]1[cH:61][cH:62][cH:63][cH:64][cH:65]1.[N:41]([C:42]([N:43]1[CH2:44][CH2:45][CH2:46][CH2:47][CH2:48]1)=[O:49])=[N:50][C:51]([N:52]1[CH2:53][CH2:54][CH2:55][CH2:56][CH2:57]1)=[O:58]>>[C:1]([CH3:2])([CH3:3])([CH3:4])[O:5][C:6]([NH:7][CH2:8][CH:9]([CH3:10])[S:25][c:22]1[cH:21][c:20]([CH3:26])[c:19]([O:18][CH2:17][C:16]([O:15][CH2:13][CH3:14])=[O:27])[cH:24][cH:23]1)=[O:12]. The reactants are [Al+3], [BH4-], C1CCOC1, Cc1ccccc1, CN(C)c1ccc([PH](=O)c2ccc(N(C)C)cc2)cc1, [Ce+3], [Cl-], [Cl-], [Cl-], [H-], [H-], [H-], [H-], [Li+], [Na+], [Na+], [OH-], O. Yields the product B, CN(C)c1ccc(Pc2ccc(N(C)C)cc2)cc1. RXN SMILES: [Al+3:28].[BH4-:5].[CH2:35]1[O:36][CH2:37][CH2:38][CH2:39]1.[CH3:40][c:41]1[cH:42][cH:43][cH:44][cH:45][cH:46]1.[CH3:7][N:8]([c:9]1[cH:10][cH:11][c:12]([PH:15]([c:16]2[cH:17][cH:18][c:19]([N:22]([CH3:23])[CH3:24])[cH:20][cH:21]2)=[O:25])[cH:13][cH:14]1)[CH3:26].[Ce+3:2].[Cl-:1].[Cl-:3].[Cl-:4].[H-:27].[H-:30].[H-:31].[H-:32].[Li+:29].[Na+:34].[Na+:6].[OH-:33].[OH2:47]>>[BH3:5].[CH3:7][N:8]([c:9]1[cH:10][cH:11][c:12]([PH:15][c:16]2[cH:17][cH:18][c:19]([N:22]([CH3:23])[CH3:24])[cH:20][cH:21]2)[cH:13][cH:14]1)[CH3:26]. The reactants are CC(=O)Cl, CCO, Oc1ccc(C2C(c3ccccc3)C2(Cl)Cl)cc1. Yields the product CC(=O)Oc1ccc(C2C(c3ccccc3)C2(Cl)Cl)cc1. As a reaction SMILES: [CH3:19][C:20]([Cl:21])=[O:22].[CH3:23][CH2:24][OH:25].[Cl:1][C:2]1([Cl:18])[CH:3]([c:11]2[cH:12][cH:13][c:14]([OH:17])[cH:15][cH:16]2)[CH:4]1[c:5]1[cH:6][cH:7][cH:8][cH:9][cH:10]1>>[Cl:1][C:2]1([Cl:18])[CH:3]([c:11]2[cH:12][cH:13][c:14]([O:17][C:20]([CH3:19])=[O:22])[cH:15][cH:16]2)[CH:4]1[c:5]1[cH:6][cH:7][cH:8][cH:9][cH:10]1. Reactants: CCOC(=O)c1cc(-c2ccc(F)cc2)[nH]c1C, [H-], [Na+], C1CCOC1, O, O=S(=O)(Cl)c1ccccc1. Product: CCOC(=O)c1cc(-c2ccc(F)cc2)n(S(=O)(=O)c2ccccc2)c1C. Reaction SMILES: [F:1][c:2]1[cH:3][cH:4][c:5](-[c:8]2[cH:9][c:10]([C:14](=[O:15])[O:16][CH2:17][CH3:18])[c:11]([CH3:13])[nH:12]2)[cH:6][cH:7]1.[H-:19].[Na+:20].[O:32]1[CH2:33][CH2:34][CH2:35][CH2:36]1.[OH2:31].[c:21]1([S:27](=[O:28])(=[O:29])[Cl:30])[cH:22][cH:23][cH:24][cH:25][cH:26]1>>[F:1][c:2]1[cH:3][cH:4][c:5](-[c:8]2[cH:9][c:10]([C:14](=[O:15])[O:16][CH2:17][CH3:18])[c:11]([CH3:13])[n:12]2[S:27]([c:21]2[cH:22][cH:23][cH:24][cH:25][cH:26]2)(=[O:28])=[O:29])[cH:6][cH:7]1. Starting materials: CC(=CCO)C (3-methylbut-2-enol), OC=1C(C2=CC=CC=C2C(C1)=O)=O (2-hydroxynaphthalene-1,4-dione), C1(=CC=CC=C1)P(C1=CC=CC=C1)C1=CC=CC=C1 (triphenylphosphine), N(=NC(=O)OCC)C(=O)OCC (diethyl azodicarboxylate). Solvent: O1CCCC1 (tetrahydrofuran), O1CCCC1 (tetrahydrofuran). Conditions: time 5 minute. Yields the product CC(=CCOC=1C(C2=CC=CC=C2C(C1)=O)=O)C (2-(3-methylbut-2-enyloxy)naphthalene-1,4-dione). The yield is 59.7%. As a reaction SMILES: [OH:1][C:2]1[C:3](=[O:13])[C:4]2[C:9]([C:10](=[O:12])[CH:11]=1)=[CH:8][CH:7]=[CH:6][CH:5]=2.C1(P(C2C=CC=CC=2)C2C=CC=CC=2)C=CC=CC=1.N(C(OCC)=O)=NC(OCC)=O.[CH3:45][C:46]([CH3:50])=[CH:47][CH2:48]O>O1CCCC1>[CH3:45][C:46]([CH3:50])=[CH:47][CH2:48][O:1][C:2]1[C:3](=[O:13])[C:4]2[C:9]([C:10](=[O:12])[CH:11]=1)=[CH:8][CH:7]=[CH:6][CH:5]=2. Procedure details: To a stirred solution of 2-hydroxynaphthalene-1,4-dione (10.0 g, 57.4 mmol) and triphenylphosphine (15.1 g, 57.4 mmol) in dry tetrahydrofuran (150 ml) at 0° C. under an atmosphere of nitrogen was added diethyl azodicarboxylate (10.0 g, 57.4 mmol). After stirring for a further 5 minutes, a solution of 3-methylbut-2-enol (7.42 g, 86.1 mmol) in dry tetrahydrofuran (10 ml) was added dropwise and stirring was continued for 2 hours. The precipitate was collected, air-dried and recrystallised from aque... Reactants: O (water), ClC=1C2=C(N=CN1)OC(=C2)C2=CC=CC=C2 (4-chloro-6-phenylfuro[2,3-d]pyrimidine), CCN(C(C)C)C(C)C (DIEA), N[C@@H]1C[C@H](CCC1)O (trans-3-aminocyclohexanol). Solvent: CN(C)C=O (DMF). Conditions: temperature 120 celsius. Yields the product C1(=CC=CC=C1)C1=CC2=C(N=CN=C2N[C@H]2C[C@H](CCC2)O)O1 ((+/−)-cis-3-[(6-Phenylfuro[2,3-d]pyrimidin-4-yl)amino]cyclohexanol). As a reaction SMILES: Cl[C:2]1[C:3]2[CH:10]=[C:9]([C:11]3[CH:16]=[CH:15][CH:14]=[CH:13][CH:12]=3)[O:8][C:4]=2[N:5]=[CH:6][N:7]=1.CCN(C(C)C)C(C)C.[NH2:26][C@H:27]1[CH2:32][CH2:31][CH2:30][C@H:29]([OH:33])[CH2:28]1.O>CN(C=O)C>[C:11]1([C:9]2[O:8][C:4]3[N:5]=[CH:6][N:7]=[C:2]([NH:26][C@@H:27]4[CH2:32][CH2:31][CH2:30][C@H:29]([OH:33])[CH2:28]4)[C:3]=3[CH:10]=2)[CH:16]=[CH:15][CH:14]=[CH:13][CH:12]=1. Reported procedure: Heat a mixture of 4.0 g (17.34 mmol) of 4-chloro-6-phenylfuro[2,3-d]pyrimidine, 4.5 ml (26 mmol) of DIEA and 2.8 g of (+/−)-cis/trans-3-aminocyclohexanol (approx. 85% strength, approx. 20.8 mmol; approx. 3:1 cis/trans mixture; prepared according to J. Chem. Soc. Perkin Trans. I, 1994, 537) in 15 ml of DMF is heated to 120° C. overnight. After cooling, add the reaction mixture to water and extract three times with ethyl acetate. Wash the combined organic phases with saturated sodium chloride solu... The reactants are CC(C)(C)OC(=O)N1CCC(Oc2ccc(Cl)c(Cl)c2)CC1, ClCCl, O=C(O)C(F)(F)F. Product: Clc1ccc(OC2CCNCC2)cc1Cl. RXN SMILES: [Cl:1][c:2]1[cH:3][c:4]([O:5][CH:6]2[CH2:7][CH2:8][N:9]([C:12]([O:13][C:14]([CH3:15])([CH3:16])[CH3:17])=[O:18])[CH2:10][CH2:11]2)[cH:19][cH:20][c:21]1[Cl:22].[Cl:30][CH2:31][Cl:32].[OH:23][C:24]([C:25]([F:26])([F:27])[F:28])=[O:29]>>[Cl:1][c:2]1[cH:3][c:4]([O:5][CH:6]2[CH2:7][CH2:8][NH:9][CH2:10][CH2:11]2)[cH:19][cH:20][c:21]1[Cl:22]. Starting materials: CC=1N=C(NN1)N (5-methyl-2H-1,2,4-triazol-3-amine), O1C2=C(OCC1)C=C(C=C2)C(CC(=O)OCC)=O (ethyl 3-(2,3-dihydrobenzo[b][1,4]dioxin-6-yl)-3-oxopropanoate). The solvent is C(C)(=O)O (acetic acid). Run at temperature 120 celsius, time 16 hour. The product is O1C2=C(OCC1)C=C(C=C2)C=2NC=1N(C(C2)=O)N=C(N1)C (5-(2,3-dihydrobenzo[b][1,4]dioxin-6-yl)-2-methyl-[1,2,4]triazolo[1,5-α]pyrimidin-7(4H)-one). Yield: 11.7%. As a reaction SMILES: [CH3:1][C:2]1[N:3]=[C:4]([NH2:7])[NH:5][N:6]=1.[O:8]1[CH2:13][CH2:12][O:11][C:10]2[CH:14]=[C:15]([C:18](=O)[CH2:19][C:20](OCC)=[O:21])[CH:16]=[CH:17][C:9]1=2>C(O)(=O)C>[O:8]1[CH2:13][CH2:12][O:11][C:10]2[CH:14]=[C:15]([C:18]3[NH:7][C:4]4[N:5]([N:6]=[C:2]([CH3:1])[N:3]=4)[C:20](=[O:21])[CH:19]=3)[CH:16]=[CH:17][C:9]1=2. Procedure: A mixture of 5-methyl-2H-1,2,4-triazol-3-amine (147 mg, 1.50 mmol, 1.00 equiv), acetic acid (3 mL), and ethyl 3-(2,3-dihydrobenzo[b][1,4]dioxin-6-yl)-3-oxopropanoate (375 mg, 1.50 mmol, 1.00 equiv) was stirred for 16 hr at 120° C., then concentrated to dryness. The resulting solid was washed by 5 mL MeOH and collected by filtration. The solid was dissolved in 10 mL of NH4OH (aq.) and filtered. The filtrate was adjusted to pH<5 with HOAc, then concentrated to dryness. The resulting solid was wash... The reactants are ice water, FC1=CC=C(C=C1)O (4-fluorophenol), FC1=CC=C(C=O)C=C1 (4-fluorobenzaldehyde), C(=O)([O-])[O-].[K+].[K+] (K2CO3). The solvent is CN(C)C=O (DMF). Reaction conditions: time 1 hour. Yields the product FC1=CC=C(OC(C2=CC=CC=C2)O)C=C1 (4-fluorophenoxybenzyl alcohol). Isolated yield 94.6%. RXN SMILES: [F:1][C:2]1[CH:7]=[CH:6][C:5]([OH:8])=[CH:4][CH:3]=1.F[C:10]1[CH:17]=[CH:16][C:13]([CH:14]=[O:15])=[CH:12][CH:11]=1.C([O-])([O-])=O.[K+].[K+]>CN(C=O)C>[F:1][C:2]1[CH:7]=[CH:6][C:5]([O:8][CH:14]([OH:15])[C:13]2[CH:16]=[CH:17][CH:10]=[CH:11][CH:12]=2)=[CH:4][CH:3]=1 |f:2.3.4|. Procedure details: A mixture of 4-fluorophenol (41.3 g, 0.37 M), 4-fluorobenzaldehyde (45.7 g, 0.37 M) and K2CO3 (55 g) in 450 mL DMF was refluxed for 4 h, cooled, poured into ice water (1.5 L) to give a suspension. The mixture was filtered, washed with water, dried at 50° C. under vacuum to generate 78.3 g of the aldehyde 20 as a brownish solid. This compound was slurried in 2-propanol (1 L), then NaBH4 (14 g, 0.378 M) was added portionwise at room temperature. The resulting mixture was stirred at room temperatur...